This data is from the Open Reaction Database (ORD), a public repository of structured organic reaction records. The task is: describe an organic reaction: reactants, conditions, products, and yield The reactants are Cl (HCl), N[C@@H](CC(=O)O)C1=CC(=CC(=C1)C(C(F)(F)F)(C)C)Cl ((S)-3-amino-3-(3-chloro-5-(1,1,1-trifluoro-2-methylpropan-2-yl)phenyl)propanoic acid), C(C)OCC (diethyl ether). Solvent: C(C)O (ethyl alcohol), C(C)O (ethanol). Yields the product Cl.N[C@@H](CC(=O)OCC)C1=CC(=CC(=C1)C(C(F)(F)F)(C)C)Cl ((S)-ethyl 3-amino-3-(3-chloro-5-(1,1,1-trifluoro-2-methylpropan-2-yl)phenyl)propanoate hydrochloride salt). Reaction SMILES: Cl.[NH2:2][C@H:3]([C:8]1[CH:13]=[C:12]([C:14]([CH3:20])([CH3:19])[C:15]([F:18])([F:17])[F:16])[CH:11]=[C:10]([Cl:21])[CH:9]=1)[CH2:4][C:5]([OH:7])=[O:6].[CH2:22](OCC)[CH3:23]>C(O)C>[ClH:21].[NH2:2][C@H:3]([C:8]1[CH:13]=[C:12]([C:14]([CH3:19])([CH3:20])[C:15]([F:16])([F:17])[F:18])[CH:11]=[C:10]([Cl:21])[CH:9]=1)[CH2:4][C:5]([O:7][CH2:22][CH3:23])=[O:6] |f:4.5|. Procedure details: Absolute ethanol saturated with anhydrous HCl gas (10 mL) was added to a suspension of (S)-3-amino-3-(3-chloro-5-(1,1,1-trifluoro-2-methylpropan-2-yl)phenyl)propanoic acid (from step A above) (252.8 mg, 0.816 mmol) in absolute ethyl alcohol (5 mL) and the reaction mixture was heated at reflux for 4 h to give a colorless solution. The solvent was removed in vacuo to give a colorless gummy solid. The solid was slurried a couple of times with diethyl ether (2×5 mL). After the solvent was decanted o... Starting materials: CN(C(OC(C)(C)C)=O)CC1CCNCC1 (tert-Butyl methyl(piperidin-4-ylmethyl)carbamate), ClC1=CC=NC=C1 (4-chloropyridine), CCN(C(C)C)C(C)C (DIPEA). Solvent: C(C)(=O)OCC (ethyl acetate), C(O)([O-])=O.[Na+] (sodium hydrogen carbonate), CC(C)O (2-propanol). Product: CN(C(OC(C)(C)C)=O)CC1CCN(CC1)C1=NC=NC=C1 (tert-Butyl methyl((1-(pyrimidin-4-yl)piperidin-4-yl)methyl)carbamate). The yield is 51.0%. Reaction SMILES: [CH3:1][N:2]([CH2:10][CH:11]1[CH2:16][CH2:15][NH:14][CH2:13][CH2:12]1)[C:3](=[O:9])[O:4][C:5]([CH3:8])([CH3:7])[CH3:6].Cl[C:18]1[CH:23]=[CH:22][N:21]=[CH:20]C=1.CC[N:26](C(C)C)C(C)C>CC(O)C.C(OCC)(=O)C.C(=O)([O-])O.[Na+]>[CH3:1][N:2]([CH2:10][CH:11]1[CH2:16][CH2:15][N:14]([C:18]2[CH:23]=[CH:22][N:21]=[CH:20][N:26]=2)[CH2:13][CH2:12]1)[C:3](=[O:9])[O:4][C:5]([CH3:8])([CH3:6])[CH3:7] |f:5.6|. Procedure: tert-Butyl methyl(piperidin-4-ylmethyl)carbamate (1.4 mmol, 1.0 eq) and 4-chloropyridine (4.2 mmol, 3.0 eq) were dissolved in 2-propanol (5 ml) and DIPEA (7.0 mmol. 5.0 eq) and refluxed for 16 hours. After monitoring by TLC, the reaction solution was diluted with ethyl acetate and sat. sodium hydrogen carbonate solution and the phases were separated. The aqueous phase was washed with ethyl acetate. The combined organic phases were dried over magnesium sulfate, concentrated under reduced pressure... The reactants are C([O-])([O-])=O.[Na+].[Na+] (sodium carbonate), COC1=C(C(=O)C2=C3C=CN(C3=CC=C2)S(=O)(=O)C2=CC=C(C=C2)C)C=CC=C1 (4-(2-methoxy benzoyl)-1-[(4-methyl-phenyl)-sulfonyl]-1H-indole), Cl.N1=CC=CC=C1 (pyridine hydrochloride). Run in saturated solution. Run at temperature 180 celsius. The product is OC1=C(C(=O)C2=C3C=CN(C3=CC=C2)S(=O)(=O)C2=CC=C(C=C2)C)C=CC=C1 (4-(2-hydroxy-benzoyl)-1-[(4-methyl-phenyl)-sulfonyl]-1H-indole). Yield: 96.0%. RXN SMILES: C[O:2][C:3]1[CH:29]=[CH:28][CH:27]=[CH:26][C:4]=1[C:5]([C:7]1[CH:15]=[CH:14][CH:13]=[C:12]2[C:8]=1[CH:9]=[CH:10][N:11]2[S:16]([C:19]1[CH:24]=[CH:23][C:22]([CH3:25])=[CH:21][CH:20]=1)(=[O:18])=[O:17])=[O:6].Cl.N1C=CC=CC=1.C(=O)([O-])[O-].[Na+].[Na+]>>[OH:2][C:3]1[CH:29]=[CH:28][CH:27]=[CH:26][C:4]=1[C:5]([C:7]1[CH:15]=[CH:14][CH:13]=[C:12]2[C:8]=1[CH:9]=[CH:10][N:11]2[S:16]([C:19]1[CH:24]=[CH:23][C:22]([CH3:25])=[CH:21][CH:20]=1)(=[O:18])=[O:17])=[O:6] |f:1.2,3.4.5|. Procedure: A mixture of 85 g of the product of Step B and 600 g of pyridine hydrochloride was heated at 180° C. for 4 hours and the mixture was cooled to 80° C. 700 ml of a saturated solution of sodium carbonate were added followed by extraction with ethyl acetate. The extracts were washed twice with 300 ml of N hydrochloric acid and then with water, dried and evaporated to dryness under reduced pressure. The 100.3 g of residue were chromatographed on silica (eluant: methylene chloride - hexane (8-2)) to o... The reactants are C1CCOC1, COC(=O)c1ccc(Cl)cc1NC(=O)COCC(=O)N1CCN(C(c2ccccc2)c2ccccc2)CC1, [Na+], [OH-]. The product is O=C(COCC(=O)N1CCN(C(c2ccccc2)c2ccccc2)CC1)Nc1cc(Cl)ccc1C(=O)[O-], [Na+]. Reaction SMILES: [CH2:41]1[O:42][CH2:43][CH2:44][CH2:45]1.[CH:1]([c:2]1[cH:3][cH:4][cH:5][cH:6][cH:7]1)([c:8]1[cH:9][cH:10][cH:11][cH:12][cH:13]1)[N:14]1[CH2:15][CH2:16][N:17]([C:20]([CH2:21][O:22][CH2:23][C:24](=[O:25])[NH:26][c:27]2[c:28]([C:29](=[O:30])[O:31][CH3:32])[cH:33][cH:34][c:35]([Cl:37])[cH:36]2)=[O:38])[CH2:18][CH2:19]1.[Na+:40].[OH-:39]>>[CH:1]([c:2]1[cH:3][cH:4][cH:5][cH:6][cH:7]1)([c:8]1[cH:9][cH:10][cH:11][cH:12][cH:13]1)[N:14]1[CH2:15][CH2:16][N:17]([C:20]([CH2:21][O:22][CH2:23][C:24](=[O:25])[NH:26][c:27]2[c:28]([C:29](=[O:30])[O-:31])[cH:33][cH:34][c:35]([Cl:37])[cH:36]2)=[O:38])[CH2:18][CH2:19]1.[Na+:40]. The reactants are c1ccc(CN2CCC3CNCC32)cc1, Clc1ccc(I)cn1. Yields the product Clc1ccc(N2CC3CCN(Cc4ccccc4)C3C2)cn1. RXN SMILES: [CH2:1]([c:2]1[cH:3][cH:4][cH:5][cH:6][cH:7]1)[N:8]1[CH:9]2[CH:10]([CH2:11][CH2:12]1)[CH2:13][NH:14][CH2:15]2.[Cl:16][c:17]1[n:18][cH:19][c:20]([I:23])[cH:21][cH:22]1>>[CH2:1]([c:2]1[cH:3][cH:4][cH:5][cH:6][cH:7]1)[N:8]1[CH:9]2[CH:10]([CH2:11][CH2:12]1)[CH2:13][N:14]([c:20]1[cH:19][n:18][c:17]([Cl:16])[cH:22][cH:21]1)[CH2:15]2. The reactants are C1CCOC1, Clc1cc(Cl)ncn1, OC(c1ccc(F)c(F)c1)C(F)(F)F, [H-], [Na+]. Yields the product Fc1ccc(C(Oc2cc(Cl)ncn2)C(F)(F)F)cc1F. As a reaction SMILES: [CH2:25]1[O:26][CH2:27][CH2:28][CH2:29]1.[Cl:17][c:18]1[n:19][cH:20][n:21][c:22]([Cl:24])[cH:23]1.[F:3][c:4]1[cH:5][c:6]([CH:11]([C:12]([F:13])([F:14])[F:15])[OH:16])[cH:7][cH:8][c:9]1[F:10].[H-:2].[Na+:1]>>[F:3][c:4]1[cH:5][c:6]([CH:11]([C:12]([F:13])([F:14])[F:15])[O:16][c:22]2[n:21][cH:20][n:19][c:18]([Cl:17])[cH:23]2)[cH:7][cH:8][c:9]1[F:10].